Dataset: the Open Reaction Database (ORD), a public repository of structured organic reaction records. Task: describe an organic reaction: reactants, conditions, products, and yield Reactants: C[C@H]1[C@@H]([C@H]([C@H]([C@@H](O1)OC2=C(OC=3C(=C(C=C(C3C2=O)O)O[C@H]4[C@@H]([C@H]([C@@H]([C@H](O4)CO)O)O)O)CC=C(C)C)C=5C=CC(=CC5)OC)O)O)O (icariin), P(=O)(O)(O)[O-].[Na+].P(=O)(O)([O-])[O-].[Na+].[Na+] (sodium dihydrogen phosphate disodium hydrogen phosphate), O=C[C@H](O)[C@@H](O)[C@H](O)[C@H](O)CO (glucose). Run in β. Reaction conditions: temperature 40 celsius, time 24 hour. Product: C[C@@H]1[C@H]([C@@H]([C@@H]([C@@H](O1)OC2=C(OC=3C(=C(C=C(C3C2=O)O)O)CC=C(C)C)C=4C=CC(=CC4)OC)O)O)O (icariside II). Reaction SMILES: [CH3:1][C@@H:2]1[O:7][C@@H:6]([O:8][C:9]2[C:18](=[O:19])[C:17]3[C:16]([OH:20])=[CH:15][C:14]([O:21][C@@H]4O[C@H](CO)[C@@H](O)[C@H](O)[C@H]4O)=[C:13]([CH2:33][CH:34]=[C:35]([CH3:37])[CH3:36])[C:12]=3[O:11][C:10]=2[C:38]2[CH:39]=[CH:40][C:41]([O:44][CH3:45])=[CH:42][CH:43]=2)[C@H:5]([OH:46])[C@H:4]([OH:47])[C@H:3]1[OH:48].P([O-])(O)(O)=O.[Na+].P([O-])([O-])(O)=O.[Na+].[Na+].O=C[C@@H]([C@H]([C@@H]([C@@H](CO)O)O)O)O>>[CH3:1][C@H:2]1[O:7][C@@H:6]([O:8][C:9]2[C:18](=[O:19])[C:17]3[C:16]([OH:20])=[CH:15][C:14]([OH:21])=[C:13]([CH2:33][CH:34]=[C:35]([CH3:37])[CH3:36])[C:12]=3[O:11][C:10]=2[C:38]2[CH:39]=[CH:40][C:41]([O:44][CH3:45])=[CH:42][CH:43]=2)[C@@H:5]([OH:46])[C@@H:4]([OH:47])[C@@H:3]1[OH:48] |f:1.2.3.4.5|. Reported procedure: Fifty grams icariin were added into sodium dihydrogen phosphate-disodium hydrogen phosphate buffer (pH5.5) and 100 ml β glucose. 100 ml of β glucosidase was added and the solution was heated to 40° C. with stirring for 24 hours in order to remove glucoside. Then stop heating and repeatedly extract with ethyl acetate. The ethyl acetate layer was pooled and dried. Then repeatedly extract with methanol. The HPLC analysis confirmed that the content of pure icariside II 50.1%. Thus extract comprising... The reactants are COC(CC(C(CC(=O)OC)OC)OC)=O (β, β'-dimethoxy-adipic acid-dimethylester), [OH-].[Na+] (NaOH). Run in O (water). Yields the product C(\C=C\C=C\C(=O)O)(=O)O (trans-muconic acid). Reaction SMILES: C[O:2][C:3](=[O:16])[CH2:4][CH:5](OC)[CH:6](OC)[CH2:7][C:8]([O:10]C)=[O:9].[OH-].[Na+]>O>[C:8]([OH:10])(=[O:9])/[CH:7]=[CH:6]/[CH:5]=[CH:4]/[C:3]([OH:16])=[O:2] |f:1.2|. Procedure: 23.5 Grams (0.1 mole) of β, β'-dimethoxy-adipic acid-dimethylester were boiled under reflux with a solution of 32 g of NaOH in 50 ml of water for 8 hours, were cooled, suction-filtered, dissolved in water, were precipitated with concentrated hydrochloric acid at a pH value of 1, were washed with water until neutral and dried. 12.2 Grams (86 % of the theoretical yield) of trans, trans-muconic acid were obtained which had a melting point of from 298° to 300° C. Reactants: BrC1=CC2=C(C=C1)OCO2 (4-bromo-1,2-(methylenedioxy)benzene), BrC1=CC2=C(OCO2)C=C1[N+](=O)[O-] (5-bromo-6-nitrobenzo[1,3]dioxole), C(C1=CC=CC=C1)OC1=CC=C2C=C(CCC2=C1)Br (7-benzyloxy-3-bromo-1,2-dihydronaphthalene). The product is C(C1=CC=CC=C1)OC=1C=C2CCC(=CC2=CC1)C1=CC2=C(OCO2)C=C1[N+](=O)[O-] (5-(6-Benzyloxy-3,4-dihydronaphthalen-2-yl)-6-nitrobenzo[1,3]dioxole). The yield is 10.9%. RXN SMILES: BrC1C=CC2OCOC=2C=1.Br[C:12]1[C:20]([N+:21]([O-:23])=[O:22])=[CH:19][C:15]2[O:16][CH2:17][O:18][C:14]=2[CH:13]=1.[CH2:24]([O:31][C:32]1[CH:41]=[C:40]2[C:35]([CH:36]=[C:37](Br)[CH2:38][CH2:39]2)=[CH:34][CH:33]=1)[C:25]1[CH:30]=[CH:29][CH:28]=[CH:27][CH:26]=1>>[CH2:24]([O:31][C:32]1[CH:41]=[C:40]2[C:35](=[CH:34][CH:33]=1)[CH:36]=[C:37]([C:12]1[C:20]([N+:21]([O-:23])=[O:22])=[CH:19][C:15]3[O:16][CH2:17][O:18][C:14]=3[CH:13]=1)[CH2:38][CH2:39]2)[C:25]1[CH:26]=[CH:27][CH:28]=[CH:29][CH:30]=1. Procedure details: Synthesized from 4-bromo-1,2-(methylenedioxy)benzene according to an analogous synthetic method to Preparation Example 108, 5-bromo-6-nitrobenzo[1,3]dioxole (9.4 g) and 7-benzyloxy-3-bromo-1,2-dihydronaphthalene (6.0 g) were used according to an analogous synthetic method to Preparation Example 107 to provide the title compound (834 mg). Reactants: C1(=CC=CC=C1)P(C1=CC=CC=C1)C1=CC=CC=C1 (Triphenylphosphine), OC1=C(C=C2C(N(C=NC2=C1)COC(C(C)(C)C)=O)=O)OC (7-hydroxy-6-methoxy-3-((pivaloyloxy)methyl)-3,4-dihydroquinazolin-4-one), CS(=O)(=O)CCCO (3-methylsulphonylpropanol), CCOC(=O)/N=N/C(=O)OCC (diethylazodicarboxylate). Run in C(Cl)Cl (methylene chloride). The product is COC=1C=C2C(N(C=NC2=CC1OCCCS(=O)(=O)C)COC(C(C)(C)C)=O)=O (6-methoxy-7-(3-methylsulphonylpropoxy)-3-((pivaloyloxy)methyl)-3,4-dihydroquinazolin-4-one). Yield: 90.7%. RXN SMILES: C1(P(C2C=CC=CC=2)C2C=CC=CC=2)C=CC=CC=1.[OH:20][C:21]1[CH:30]=[C:29]2[C:24]([C:25](=[O:39])[N:26]([CH2:31][O:32][C:33](=[O:38])[C:34]([CH3:37])([CH3:36])[CH3:35])[CH:27]=[N:28]2)=[CH:23][C:22]=1[O:40][CH3:41].[CH3:42][S:43]([CH2:46][CH2:47][CH2:48]O)(=[O:45])=[O:44].CCOC(/N=N/C(OCC)=O)=O>C(Cl)Cl>[CH3:41][O:40][C:22]1[CH:23]=[C:24]2[C:29](=[CH:30][C:21]=1[O:20][CH2:48][CH2:47][CH2:46][S:43]([CH3:42])(=[O:45])=[O:44])[N:28]=[CH:27][N:26]([CH2:31][O:32][C:33](=[O:38])[C:34]([CH3:35])([CH3:36])[CH3:37])[C:25]2=[O:39]. Procedure: Triphenylphosphine (8.9 g, 35.2 mmol) was added to a suspension of 7-hydroxy-6-methoxy-3-((pivaloyloxy)methyl)-3,4-dihydroquinazolin-4-one (6 g, 19.6 mmol), (prepared as described for the starting material in Example 7), in methylene chloride (150 ml). This was followed by the addition of 3-methylsulphonylpropanol (3.5 g, 25.4 mmol) and diethylazodicarboxylate (5.55 ml, 35.2 mmol) in portions. The reaction was complete once the reaction became homogeneous. Silica was added and the volatiles were... Starting materials: C1(=CC=CC=C1)C=1OC(=C(N1)COC1=CC=C(C=O)C=C1)CCC (4-[(2-phenyl-5-propyl-4-oxazolyl)methoxy]benzaldehyde), O1CCCC1 (tetrahydrofuran), C(C)O (ethanol), [BH4-].[Na+] (sodium borohydride). The solvent is O (water). Conditions: time 1 hour. Product: C1(=CC=CC=C1)C=1OC(=C(N1)COC1=CC=C(C=C1)CO)CCC ([4-[(2-phenyl-5-propyl-4-oxazolyl)methoxy]phenyl]methanol). Yield: 66.3%. RXN SMILES: [C:1]1([C:7]2[O:8][C:9]([CH2:22][CH2:23][CH3:24])=[C:10]([CH2:12][O:13][C:14]3[CH:21]=[CH:20][C:17]([CH:18]=[O:19])=[CH:16][CH:15]=3)[N:11]=2)[CH:6]=[CH:5][CH:4]=[CH:3][CH:2]=1.O1CCCC1.C(O)C.[BH4-].[Na+]>O>[C:1]1([C:7]2[O:8][C:9]([CH2:22][CH2:23][CH3:24])=[C:10]([CH2:12][O:13][C:14]3[CH:15]=[CH:16][C:17]([CH2:18][OH:19])=[CH:20][CH:21]=3)[N:11]=2)[CH:2]=[CH:3][CH:4]=[CH:5][CH:6]=1 |f:3.4|. Reported procedure: To a mixture of 4-[(2-phenyl-5-propyl-4-oxazolyl)methoxy]benzaldehyde (2.40 g), tetrahydrofuran (30 ml) and ethanol (10 mL) was added sodium borohydride (0.28 g) at room temperature and the mixture was stirred at room temperature for 1 hr. To, the reaction mixture was added water and the mixture was extracted with ethyl acetate. The organic layer was washed with saturated brine, dried over anhydrous magnesium sulfate, and concentrated. The obtained residue was subjected to silica gel column chro... The reactants are Cc1ccc([N+](=O)[O-])cc1N=C=O, CCN(C(C)C)C(C)C, CNc1cc(Cl)ncn1, CN(C)C=O. Yields the product Cc1ccc([N+](=O)[O-])cc1NC(=O)N(C)c1cc(Cl)ncn1. As a reaction SMILES: [CH3:10][c:11]1[c:12]([N:20]=[C:21]=[O:22])[cH:13][c:14]([N+:17](=[O:18])[O-:19])[cH:15][cH:16]1.[CH:23]([N:24]([CH2:25][CH3:26])[CH:27]([CH3:28])[CH3:29])([CH3:30])[CH3:31].[Cl:1][c:2]1[cH:3][c:4]([NH:8][CH3:9])[n:5][cH:6][n:7]1.[O:32]=[CH:33][N:34]([CH3:35])[CH3:36]>>[Cl:1][c:2]1[cH:3][c:4]([N:8]([CH3:9])[C:21]([NH:20][c:12]2[c:11]([CH3:10])[cH:16][cH:15][c:14]([N+:17](=[O:18])[O-:19])[cH:13]2)=[O:22])[n:5][cH:6][n:7]1. The reactants are Cl (hydrochloric acid), BrC1=CN=C(C(=N1)C(=O)OC)OC (methyl 6-bromo-3-methoxy-2-pyrazinecarboxylate), C(C1=CC=CC=C1)(C1=CC=CC=C1)=N (benzophenoneimine), CC(C)([O-])C.[Na+] (sodium tert-butoxide), [OH-].[Na+] (sodium hydroxide). Reagents/catalysts: C=1C=CC(=CC1)/C=C/C(=O)/C=C/C2=CC=CC=C2.C=1C=CC(=CC1)/C=C/C(=O)/C=C/C2=CC=CC=C2.C=1C=CC(=CC1)/C=C/C(=O)/C=C/C2=CC=CC=C2.[Pd].[Pd] (tris(dibenzylideneacetone)dipalladium), C1=CC=C(C=C1)P(C2=CC=CC=C2)C3=C(C4=CC=CC=C4C=C3)C5=C(C=CC6=CC=CC=C65)P(C7=CC=CC=C7)C8=CC=CC=C8 ((s)-(−)-2,2′-bis(diphenylphosphino)-1,1′-binaphthyl). The solvent is O1CCCC1 (tetrahydrofuran), C1(=CC=CC=C1)C (toluene), O (water), C(Cl)(Cl)Cl (chloroform). Run at temperature 80 celsius, time 1 hour. Product: NC1=CN=C(C(=N1)C(=O)OC)OC (methyl 6-amino-3-methoxy-2-pyrazinecarboxylate). Yield: 43.1%. Reaction SMILES: Br[C:2]1[N:7]=[C:6]([C:8]([O:10][CH3:11])=[O:9])[C:5]([O:12][CH3:13])=[N:4][CH:3]=1.C(=[NH:27])(C1C=CC=CC=1)C1C=CC=CC=1.CC(C)([O-])C.[Na+].Cl.[OH-].[Na+]>C1(C)C=CC=CC=1.O1CCCC1.C1C=CC(/C=C/C(/C=C/C2C=CC=CC=2)=O)=CC=1.C1C=CC(/C=C/C(/C=C/C2C=CC=CC=2)=O)=CC=1.C1C=CC(/C=C/C(/C=C/C2C=CC=CC=2)=O)=CC=1.[Pd].[Pd].C1C=CC(P(C2C=CC3C(=CC=CC=3)C=2C2C3C(=CC=CC=3)C=CC=2P(C2C=CC=CC=2)C2C=CC=CC=2)C2C=CC=CC=2)=CC=1.O.C(Cl)(Cl)Cl>[NH2:27][C:2]1[N:7]=[C:6]([C:8]([O:10][CH3:11])=[O:9])[C:5]([O:12][CH3:13])=[N:4][CH:3]=1 |f:2.3,5.6,9.10.11.12.13|. Procedure details: In an atmosphere of nitrogen gas, 11.4 g of methyl 6-bromo-3-methoxy-2-pyrazinecarboxylate was dissolved in 227 mL of toluene, and 10.3 g of benzophenoneimine, 0.42 g of tris(dibenzylideneacetone)dipalladium, 0.86 g of (s)-(−)-2,2′-bis(diphenylphosphino)-1,1′-binaphthyl and 6.20 g of sodium tert-butoxide were successively added. The mixture thus obtained was stirred at 80° C. for one hour. After cooling the reaction mixture, it was filtered. The filtrate was purified by column chromatography [el... The reactants are [BH4-], CC(=O)O, CO, [Na+], O=C(CCc1c(O)c2ccccc2oc1=O)c1ccccc1. Product: O=c1oc2ccccc2c(O)c1CCC(O)c1ccccc1. Reaction SMILES: [BH4-:23].[CH3:25][C:26](=[O:27])[OH:28].[CH3:29][OH:30].[Na+:24].[OH:1][c:2]1[c:3]([CH2:13][CH2:14][C:15]([c:16]2[cH:17][cH:18][cH:19][cH:20][cH:21]2)=[O:22])[c:4](=[O:12])[o:5][c:6]2[c:7]1[cH:8][cH:9][cH:10][cH:11]2>>[OH:1][c:2]1[c:3]([CH2:13][CH2:14][CH:15]([c:16]2[cH:17][cH:18][cH:19][cH:20][cH:21]2)[OH:22])[c:4](=[O:12])[o:5][c:6]2[c:7]1[cH:8][cH:9][cH:10][cH:11]2. The reactants are C(C)C1CC(CC=2C=3CC(C=CC3NC12)(OCC1=CC=CC=C1)OCC1=CC=CC=C1)C(=O)O (ethyl 6-benzyloxy-3-carboxy-6-benzyloxy-1,2,3,4-tetrahydro-9H-carbazole), CO (methanol). Solvent: [OH-].[Na+] (sodium hydroxide). The product is C(C)C1CC(CC=2C3=CC(=CC=C3NC12)OCC1=CC=CC=C1)C(=O)O (Ethyl 6-benzyloxy-3-carboxy-1,2,3,4-tetrahydro-9H-carbazole). Isolated yield 87.1%. As a reaction SMILES: [CH2:1]([CH:3]1[C:15]2[NH:14][C:13]3[CH:12]=[CH:11][C:10](OCC4C=CC=CC=4)([O:16][CH2:17][C:18]4[CH:23]=[CH:22][CH:21]=[CH:20][CH:19]=4)[CH2:9][C:8]=3[C:7]=2[CH2:6][CH:5]([C:32]([OH:34])=[O:33])[CH2:4]1)[CH3:2].CO>[OH-].[Na+]>[CH2:1]([CH:3]1[C:15]2[NH:14][C:13]3[C:8](=[CH:9][C:10]([O:16][CH2:17][C:18]4[CH:19]=[CH:20][CH:21]=[CH:22][CH:23]=4)=[CH:11][CH:12]=3)[C:7]=2[CH2:6][CH:5]([C:32]([OH:34])=[O:33])[CH2:4]1)[CH3:2] |f:2.3|. Reported procedure: To a suspension of 3.107 gm (8.9 mMol) ethyl 6-benzyloxy-3-carboxy-6-benzyloxy-1,2,3,4-tetrahydro-9H-carbazole in 100 mL 2N sodium hydroxide were added 100 mL methanol and the reaction mixture stirred at reflux for 3.5 hours. The reaction mixture was concentrated to about half volume and the pH adjusted to between 5 and 7 by the addition of concentrated hydrochloric acid. The mixture was extracted well with 4:1 dichloromethane:isopropanol. The organic phases were combined, dried over sodium sulf... The reactants are O (H2O), ClC1=CC=C(C=C1)S(=O)(=O)NC1=C(C=CC(=C1)F)F (4-chloro-N-[5-fluoro-2-fluorophenyl]benzenesulfonamide), C1(=CC=CC=C1)P(C1=CC=CC=C1)C1=CC=CC=C1 (triphenylphosphine), 5S-[[(1,1-dimethylethyl)dimethylsilyl]oxy]-2-pentanol, CC(C)OC(=O)/N=N/C(=O)OC(C)C (diisopropylazodicarboxylate). Solvent: C1CCOC1 (THF). Conditions: temperature 22 celsius, time 12 hour. The product is C1(=CC=CC=C1)S(=O)(=O)N (benzene-sulfonamide). The yield is 56.0%. RXN SMILES: Cl[C:2]1[CH:7]=[CH:6][C:5]([S:8]([NH:11]C2C=C(F)C=CC=2F)(=[O:10])=[O:9])=[CH:4][CH:3]=1.C1(P(C2C=CC=CC=2)C2C=CC=CC=2)C=CC=CC=1.CC(OC(/N=N/C(OC(C)C)=O)=O)C.O>C1COCC1>[C:5]1([S:8]([NH2:11])(=[O:10])=[O:9])[CH:6]=[CH:7][CH:2]=[CH:3][CH:4]=1. Procedure: To a solution of 4-chloro-N-[5-fluoro-2-fluorophenyl]benzenesulfonamide (500 mg, 1.65 mmol), triphenylphosphine (909 mg, 3.47 mmol) and 5S-[[(1,1-dimethylethyl)dimethylsilyl]oxy]-2-pentanol (719 mg, 3.30 mmol) in THF (7 mL) was added diisopropylazodicarboxylate (0.682 mL, 3.47 mol) dropwise at 0° C. under nitrogen. The resulting mixture was allowed to warm to 22° C. with stirring. Stirring was continued for a period of 12 h followed by the addition of 15 mL of H2O. The mixture was extracted with...